Dataset: the Open Reaction Database (ORD), a public repository of structured organic reaction records. Task: describe an organic reaction: reactants, conditions, products, and yield Reactants: N[C@H](C(=O)C=1OC=CN1)CC ((S)-2-Amino-1-oxazol-2-yl-butan-1-one), N1(CCOCC1)C(CC(C(=O)O)CCCC1=CC=CC=C1)=O (2-(2-Morpholin-4-yl-2-oxo-ethyl)-5-phenyl-pentanoic acid), Cl (hydrochloride), amino. Yields the product O1C(=NC=C1)C(=O)[C@H](CC)NC(C(CCCC1=CC=CC=C1)CC(=O)N1CCOCC1)=O (2-(2-Morpholin-4-yl-2-oxo-ethyl)-5-phenyl-pentanoic acid[(S)-1-(oxazole-2-carbonyl)-propyl]-amide). RXN SMILES: [NH2:1][C@@H:2]([CH2:10][CH3:11])[C:3]([C:5]1[O:6][CH:7]=[CH:8][N:9]=1)=[O:4].Cl.[N:13]1([C:19](=[O:34])[CH2:20][CH:21]([CH2:25][CH2:26][CH2:27][C:28]2[CH:33]=[CH:32][CH:31]=[CH:30][CH:29]=2)[C:22](O)=[O:23])[CH2:18][CH2:17][O:16][CH2:15][CH2:14]1>>[O:6]1[CH:7]=[CH:8][N:9]=[C:5]1[C:3]([C@@H:2]([NH:1][C:22](=[O:23])[CH:21]([CH2:20][C:19]([N:13]1[CH2:14][CH2:15][O:16][CH2:17][CH2:18]1)=[O:34])[CH2:25][CH2:26][CH2:27][C:28]1[CH:33]=[CH:32][CH:31]=[CH:30][CH:29]=1)[CH2:10][CH3:11])=[O:4]. Reported procedure: It is similarly prepared according to the general procedure for Example 10 using (S)-2-Amino-1-oxazol-2-yl-butan-1-one; hydrochloride as the amino component and 2-(2-Morpholin-4-yl-2-oxo-ethyl)-5-phenyl-pentanoic acid as the acidic component but without further oxidation.